This data is from the Open Reaction Database (ORD), a public repository of structured organic reaction records. The task is: describe an organic reaction: reactants, conditions, products, and yield Reactants: C=C1CC(CC1)C(=O)OCC (ethyl 3-methylenecyclopentanecarboxylate), [OH-].[Li+] (lithium hydroxide), ester. Run in C1CCOC1 (THF), O (water). Conditions: temperature 65 celsius. The product is C=C1CC(CC1)C(=O)[O-].[Li+] (lithium 3-methylenecyclopentanecarboxylate). Reaction SMILES: [CH2:1]=[C:2]1[CH2:6][CH2:5][CH:4]([C:7]([O:9]CC)=[O:8])[CH2:3]1.[OH-].[Li+:13]>C1COCC1.O>[CH2:1]=[C:2]1[CH2:6][CH2:5][CH:4]([C:7]([O-:9])=[O:8])[CH2:3]1.[Li+:13] |f:1.2,5.6|. Procedure: A mixture of ethyl 3-methylenecyclopentanecarboxylate (900 mg, 5.84 mmol) and lithium hydroxide (280 mg, 11.67 mmol) in THF (15 mL) and water (6 mL) was heated at 65° C. for 18 hours. Analysis by TLC indicated that the starting ester had been completely consumed. The organic solvents were removed via rotary evaporator, and the remaining aqueous solution was freeze-dried to yield lithium 3-methylenecyclopentanecarboxylate. 1H NMR (400 MHz, CD3OD) δ ppm 4.84-4.73 (m, 2H), 2.71-2.59 (m, 1H), 2.57-2...